This data is from the Open Reaction Database (ORD), a public repository of structured organic reaction records. The task is: describe an organic reaction: reactants, conditions, products, and yield Starting materials: ClCCOC1=C(C(=CC=C1)[N+](=O)[O-])N (2-(2-chloro-ethoxy)-6-nitro-phenylamine), C(C1=CC=CC=C1)N (benzylamine). Run at temperature 600 celsius. The product is C(C1=CC=CC=C1)NCCOC1=C(C(=CC=C1)[N+](=O)[O-])N (2-(2-Benzylamino-ethoxy)-6-nitro-phenylamine). Isolated yield 89.3%. As a reaction SMILES: Cl[CH2:2][CH2:3][O:4][C:5]1[CH:10]=[CH:9][CH:8]=[C:7]([N+:11]([O-:13])=[O:12])[C:6]=1[NH2:14].[CH2:15]([NH2:22])[C:16]1[CH:21]=[CH:20][CH:19]=[CH:18][CH:17]=1>>[CH2:15]([NH:22][CH2:2][CH2:3][O:4][C:5]1[CH:10]=[CH:9][CH:8]=[C:7]([N+:11]([O-:13])=[O:12])[C:6]=1[NH2:14])[C:16]1[CH:21]=[CH:20][CH:19]=[CH:18][CH:17]=1. Reported procedure: A mixture of 2-(2-chloro-ethoxy)-6-nitro-phenylamine (1a, 3.0 g, 13.8 mmol) and benzylamine (9.0 g, 84.0 mmol) was heated neat at 100-1100° C. for 6 hr. The excess benzylamine was removed by distillation under vacuum (70-75° C./0.1 mm). The residue was poured into 1 N sodium hydroxide (300 mL) and extracted with ethyl acetate (2×, 300 mL). The combined organic layer was washed with water (2×, 300 mL) and brine (300 mL). The ethyl acetate layer was dried over anhydrous magnesium sulfate, filtered...